From a dataset of the Open Reaction Database (ORD), a public repository of structured organic reaction records. describe an organic reaction: reactants, conditions, products, and yield The reactants are C=CCc1c(O)c(Cl)cc(F)c1N1C(=O)C2=C(CCCC2)C1=O, Cc1ccc(S(=O)(=O)O)cc1, ClCCCl, O=C(OO)c1cccc(Cl)c1. Product: O=C1C2=C(CCCC2)C(=O)N1c1c(F)cc(Cl)c2c1CC(CO)O2. RXN SMILES: [CH2:1]([CH:2]=[CH2:3])[c:4]1[c:5]([N:13]2[C:14](=[O:23])[C:15]3=[C:16]([C:17]2=[O:18])[CH2:19][CH2:20][CH2:21][CH2:22]3)[c:6]([F:12])[cH:7][c:8]([Cl:11])[c:9]1[OH:10].[CH3:35][c:36]1[cH:37][cH:38][c:39]([S:40]([OH:41])(=[O:42])=[O:43])[cH:44][cH:45]1.[Cl:46][CH2:47][CH2:48][Cl:49].[OH:24][O:25][C:26]([c:27]1[cH:28][c:29]([Cl:30])[cH:31][cH:32][cH:33]1)=[O:34]>>[CH2:1]1[CH:2]([CH2:3][OH:24])[O:10][c:9]2[c:4]1[c:5]([N:13]1[C:14](=[O:23])[C:15]3=[C:16]([C:17]1=[O:18])[CH2:19][CH2:20][CH2:21][CH2:22]3)[c:6]([F:12])[cH:7][c:8]2[Cl:11]. Starting materials: OO (hydrogen peroxide), C(C)(C)(C)C1=C(C(=CC(=C1)CSCCCCCCCC)C)O (2-tert-butyl-6-methyl-4-(n-octylthiomethyl)phenol). Solvent: CC(=O)C (acetone). Conditions: time 26 hour. Product: C(C)(C)(C)C1=C(C(=CC(=C1)CS(=O)CCCCCCCC)C)O (2-tert-butyl-6-methyl-4-(octylsulfinylmethyl)phenol). Yield: 72.1%. Reaction SMILES: [OH:1]O.[C:3]([C:7]1[CH:12]=[C:11]([CH2:13][S:14][CH2:15][CH2:16][CH2:17][CH2:18][CH2:19][CH2:20][CH2:21][CH3:22])[CH:10]=[C:9]([CH3:23])[C:8]=1[OH:24])([CH3:6])([CH3:5])[CH3:4]>CC(C)=O>[C:3]([C:7]1[CH:12]=[C:11]([CH2:13][S:14]([CH2:15][CH2:16][CH2:17][CH2:18][CH2:19][CH2:20][CH2:21][CH3:22])=[O:1])[CH:10]=[C:9]([CH3:23])[C:8]=1[OH:24])([CH3:5])([CH3:6])[CH3:4]. Procedure details: 5.7 g of 30% hydrogen peroxide are added dropwise at 0° C. to 16.1 g (0.05 mol) of 2-tert-butyl-6-methyl-4-(n-octylthiomethyl)phenol, dissolved in 120 ml of acetone. After stirring at room temperature for 26 hours, the solvent is distilled off under reduced pressure. Chromatography on silica gel using methylene chloride/ethyl acetate in a ratio of 9:1 as eluent gives 12.2 g of 2-tert-butyl-6-methyl-4-(octylsulfinylmethyl)phenol as a yellowish oil.